This data is from the Open Reaction Database (ORD), a public repository of structured organic reaction records. The task is: describe an organic reaction: reactants, conditions, products, and yield The reactants are COC(=O)C=1N=C(C=2C(N(C=CC2C1O)CC1=CC=CC=C1)=O)C#N (7-benzyl-1-cyano-4-hydroxy-8-oxo-7,8-dihydro-[2,7]naphthyridine-3-carboxylic acid methyl ester), N[C@@H](C)C(=O)O (L-alanine), C[O-].[Na+] (NaOMe). The solvent is C(=O)(O)[O-].[Na+] (NaHCO3). The product is C(C1=CC=CC=C1)N1C=CC=2C(=C(N=C(C2C1=O)C#N)C(=O)N[C@H](C(=O)O)C)O ((S)-2-[(7-Benzyl-1-cyano-4-hydroxy-8-oxo-7,8-dihydro-[2,7]naphthyridine-3-carbonyl)-amino]-propionic acid). Isolated yield 70.8%. Reaction SMILES: CO[C:3]([C:5]1[N:6]=[C:7]([C:24]#[N:25])[C:8]2[C:9](=[O:23])[N:10]([CH2:16][C:17]3[CH:22]=[CH:21][CH:20]=[CH:19][CH:18]=3)[CH:11]=[CH:12][C:13]=2[C:14]=1[OH:15])=[O:4].[NH2:26][C@H:27]([C:29]([OH:31])=[O:30])[CH3:28].C[O-].[Na+]>C([O-])(O)=O.[Na+]>[CH2:16]([N:10]1[C:9](=[O:23])[C:8]2[C:7]([C:24]#[N:25])=[N:6][C:5]([C:3]([NH:26][C@@H:27]([CH3:28])[C:29]([OH:31])=[O:30])=[O:4])=[C:14]([OH:15])[C:13]=2[CH:12]=[CH:11]1)[C:17]1[CH:18]=[CH:19][CH:20]=[CH:21][CH:22]=1 |f:2.3,4.5|. Procedure details: A mixture of 7-benzyl-1-cyano-4-hydroxy-8-oxo-7,8-dihydro-[2,7]naphthyridine-3-carboxylic acid methyl ester (30 mg, 0.090 mmol), L-alanine (1061 mg, 11.9 mmol) and NaOMe solution (18 mL, 9 mmol, 0.5 M in MeOH) was refluxed for 48 h. After the mixture was cooled to r.t., solvent was evaporated in vacuo. The residue was partitioned between EtOAc and water. 1 M HCl was added with vigorous stirring until pH was about 2. The organic layer was dried over MgSO4 and concentrated to give a crude solid. T... Yields the product CCOc1nc(C(C)(C)C)ncc1C1=NC(C)(c2ccc(Cl)cc2)C(C)(c2ccc(Cl)cc2)N1C(=O)N1CCC(N2CCNC(=O)CC2)CC1. Reactants: CCOc1nc(C(C)(C)C)ncc1C1=NC(C)(c2ccc(Cl)cc2)C(C)(c2ccc(Cl)cc2)N1C(=O)Cl, O=C1CCN(C2CCNCC2)CCN1. As a reaction SMILES: [C:1]([CH3:2])([CH3:3])([CH3:4])[c:5]1[n:6][cH:7][c:8]([C:14]2=[N:18][C:17]([CH3:19])([c:20]3[cH:21][cH:22][c:23]([Cl:26])[cH:24][cH:25]3)[C:16]([CH3:27])([c:28]3[cH:29][cH:30][c:31]([Cl:34])[cH:32][cH:33]3)[N:15]2[C:35](=[O:36])[Cl:37])[c:9]([O:11][CH2:12][CH3:13])[n:10]1.[NH:38]1[CH2:39][CH2:40][CH:41]([N:44]2[CH2:45][CH2:46][NH:47][C:48](=[O:51])[CH2:49][CH2:50]2)[CH2:42][CH2:43]1>>[C:1]([CH3:2])([CH3:3])([CH3:4])[c:5]1[n:6][cH:7][c:8]([C:14]2=[N:18][C:17]([CH3:19])([c:20]3[cH:21][cH:22][c:23]([Cl:26])[cH:24][cH:25]3)[C:16]([CH3:27])([c:28]3[cH:29][cH:30][c:31]([Cl:34])[cH:32][cH:33]3)[N:15]2[C:35](=[O:36])[N:38]2[CH2:39][CH2:40][CH:41]([N:44]3[CH2:45][CH2:46][NH:47][C:48](=[O:51])[CH2:49][CH2:50]3)[CH2:42][CH2:43]2)[c:9]([O:11][CH2:12][CH3:13])[n:10]1. Starting materials: O=C(O)c1ccc(NC(=O)c2cc(OCc3ccccc3)cc(OCc3ccccc3)c2)nc1, CCN=C=NCCCN(C)C, CN(C)CCN, CCN(C(C)C)C(C)C, ClCCl. The product is CN(C)CCNC(=O)c1ccc(NC(=O)c2cc(OCc3ccccc3)cc(OCc3ccccc3)c2)nc1. Reaction SMILES: [CH2:27]([c:28]1[cH:29][cH:30][cH:31][cH:32][cH:33]1)[O:34][c:35]1[cH:36][c:37]([C:38](=[O:39])[NH:40][c:41]2[n:42][cH:43][c:44]([C:45](=[O:46])[OH:47])[cH:48][cH:49]2)[cH:50][c:51]([O:53][CH2:54][c:55]2[cH:56][cH:57][cH:58][cH:59][cH:60]2)[cH:52]1.[CH3:10][N:11]([CH3:12])[CH2:13][CH2:14][CH2:15][N:16]=[C:17]=[N:18][CH2:19][CH3:20].[CH3:21][N:22]([CH2:23][CH2:24][NH2:25])[CH3:26].[CH:1]([N:2]([CH:3]([CH3:4])[CH3:5])[CH2:6][CH3:7])([CH3:8])[CH3:9].[Cl:61][CH2:62][Cl:63]>>[CH3:21][N:22]([CH2:23][CH2:24][NH:25][C:45]([c:44]1[cH:43][n:42][c:41]([NH:40][C:38]([c:37]2[cH:36][c:35]([O:34][CH2:27][c:28]3[cH:29][cH:30][cH:31][cH:32][cH:33]3)[cH:52][c:51]([O:53][CH2:54][c:55]3[cH:56][cH:57][cH:58][cH:59][cH:60]3)[cH:50]2)=[O:39])[cH:49][cH:48]1)=[O:46])[CH3:26]. The product is CCOCC(=O)c1ccc(CC(C)C)cc1. The reactants are C=C(O[Si](C)(C)C)c1ccc(CC(C)C)cc1, CCO, O=[IH2]c1ccccc1. RXN SMILES: [CH2:9]([CH:10]([CH3:11])[CH3:12])[c:13]1[cH:14][cH:15][c:16]([C:17](=[CH2:18])[O:19][Si:20]([CH3:21])([CH3:22])[CH3:23])[cH:24][cH:25]1.[CH3:26][CH2:27][OH:28].[IH2:1]([c:2]1[cH:3][cH:4][cH:5][cH:6][cH:7]1)=[O:8]>>[CH2:9]([CH:10]([CH3:11])[CH3:12])[c:13]1[cH:14][cH:15][c:16]([C:17](=[O:18])[CH2:19][O:28][CH2:27][CH3:26])[cH:24][cH:25]1. Starting materials: [BH4-], CCOCC, [Cl-], [Cl-], Cl, [Na+], [Zn+2], CCOC(=O)C(Cc1ccc(C(F)(F)F)cc1)C(=O)c1ccoc1. The product is CCOC(=O)C(Cc1ccc(C(F)(F)F)cc1)C(O)c1ccoc1. As a reaction SMILES: [BH4-:1].[CH3:28][CH2:29][O:30][CH2:31][CH3:32].[Cl-:33].[Cl-:35].[ClH:27].[Na+:2].[Zn+2:34].[o:3]1[cH:4][c:5]([C:8]([CH:9]([C:10](=[O:11])[O:12][CH2:13][CH3:14])[CH2:15][c:16]2[cH:17][cH:18][c:19]([C:22]([F:23])([F:24])[F:25])[cH:20][cH:21]2)=[O:26])[cH:6][cH:7]1>>[o:3]1[cH:4][c:5]([CH:8]([CH:9]([C:10](=[O:11])[O:12][CH2:13][CH3:14])[CH2:15][c:16]2[cH:17][cH:18][c:19]([C:22]([F:23])([F:24])[F:25])[cH:20][cH:21]2)[OH:26])[cH:6][cH:7]1. Starting materials: BrC=1C=CC=C2C=CC=NC12 (8-bromoquinoline), C(=O)(C(F)(F)F)O (TFA). Product: N1=CC=CC2=CC=CC(=C12)CC(=O)O (2-(Quinolin-8-yl)acetic acid). RXN SMILES: Br[C:2]1[CH:3]=[CH:4][CH:5]=[C:6]2[C:11]=1[N:10]=[CH:9][CH:8]=[CH:7]2.[C:12]([OH:18])([C:14](F)(F)F)=[O:13]>>[N:10]1[C:11]2[C:6](=[CH:5][CH:4]=[CH:3][C:2]=2[CH2:14][C:12]([OH:18])=[O:13])[CH:7]=[CH:8][CH:9]=1. Procedure: The title compound (278 mg) was prepared from 8-bromoquinoline (3.0 g, 14.5 mmol) according to protocol P above. LCMS (0.05% TFA): [M+1]+ 188.1. 1H-NMR (CD3OD, 400 MHz): δ 9.01 (d, 1H, J=3.6Hz), 8.72(d, 1H, J=6.4Hz), 8.06 (d, 1H, J=6.8Hz), 7.87 (d, 1H, J=5.6Hz),7.77 (m, 2H), 4.31 (s, 2H).